From a dataset of the Open Reaction Database (ORD), a public repository of structured organic reaction records. describe an organic reaction: reactants, conditions, products, and yield Reactants: CON(C(C1=CC=CC=C1)=O)C (N-methoxy-N-methylbenzamide), CSC1=CC=C(C[Mg]Cl)C=C1 (4-(methylthio)benzylmagnesium chloride), NH4OAc. The solvent is C1CCOC1 (THF), C1CCOC1 (THF). Run at temperature 0 celsius, time 3 hour. The product is C1(=CC=CC=C1)C(CC1=CC=C(C=C1)SC)=O (1-Phenyl-2-(4-(methylthio)phenyl)ethanone). As a reaction SMILES: CON(C)[C:4](=[O:11])[C:5]1[CH:10]=[CH:9][CH:8]=[CH:7][CH:6]=1.[CH3:13][S:14][C:15]1[CH:23]=[CH:22][C:18]([CH2:19][Mg]Cl)=[CH:17][CH:16]=1>C1COCC1>[C:5]1([C:4](=[O:11])[CH2:19][C:18]2[CH:22]=[CH:23][C:15]([S:14][CH3:13])=[CH:16][CH:17]=2)[CH:10]=[CH:9][CH:8]=[CH:7][CH:6]=1. Procedure: To a cold (0° C.) solution ot N-methoxy-N-methylbenzamide (409 mg, 2.27 mmol) in THF (22mL) was added a THF solution (5.0 mL, 0.5 M) of 4-(methylthio)benzylmagnesium chloride (J.Org. Chem. 42, 1914, 1977). The mixture was stirred at 0° C. for 3 h, NH4OAc was added and the mixture was extracted with EtOAc. The EtOAc extracts were washed with brine, dried over MgSO4, filtered and concentrated to an oil. Chromatography of the oil on silica gel (eluted with 2.5% EtOAc/toluene) gave 501 mg of the tit... The reactants are CN1C=CC2=CC=CC=C12 (1-methyl-1H-indole), [Cl-].C(C1=CC=CC=C1)=[N+]1CCOCC1 (4-benzylidene-morpholin-4-ium chloride). The product is CN1C=C(C2=CC=CC=C12)C(C1=CC=CC=C1)N1CCOCC1 (1-Methyl-3-(morpholin-4-yl-phenylmethyl)-1H-indole). As a reaction SMILES: [CH3:1][N:2]1[C:10]2[C:5](=[CH:6][CH:7]=[CH:8][CH:9]=2)[CH:4]=[CH:3]1.[Cl-].[CH:12](=[N+:19]1[CH2:24][CH2:23][O:22][CH2:21][CH2:20]1)[C:13]1[CH:18]=[CH:17][CH:16]=[CH:15][CH:14]=1>>[CH3:1][N:2]1[C:10]2[C:5](=[CH:6][CH:7]=[CH:8][CH:9]=2)[C:4]([CH:12]([N:19]2[CH2:24][CH2:23][O:22][CH2:21][CH2:20]2)[C:13]2[CH:14]=[CH:15][CH:16]=[CH:17][CH:18]=2)=[CH:3]1 |f:1.2|. Procedure: The preparation was carried out in accordance with general synthesis instructions 4 from 1-methyl-1H-indole and 4-benzylidene-morpholin-4-ium chloride. The reactants are C(CCCCCCCCCCCCCCC)(=O)OCCCCCCCCCCCCCCCC(=O)O (16-Hexadecanoyloxyhexadecanoic acid), C(C(=O)Cl)(=O)Cl (oxalyl chloride), O1CCCC1 (tetrahydrofuran). Reaction conditions: time 3 day. The product is ClC(=O)OCOC(C1=CC=CC=C1)=O (Benzoyloxymethyl chloroformate). The yield is 100.0%. As a reaction SMILES: [C:1]([O:18][CH2:19][CH2:20][CH2:21][CH2:22][CH2:23][CH2:24][CH2:25]CCCCCCCCC(O)=O)(=[O:17])CCCCCCCCCCCCCCC.C(Cl)(=O)[C:38]([Cl:40])=[O:39].[O:43]1CCCC1>>[Cl:40][C:38]([O:17][CH2:1][O:18][C:19](=[O:43])[C:20]1[CH:21]=[CH:22][CH:23]=[CH:24][CH:25]=1)=[O:39]. Procedure: 16-Hexadecanoyloxyhexadecanoic acid (7.73 g, 15.13 mmol) prepared as in (ah) above was dissolved in tetrahydrofuran (140 ml) and oxalyl chloride (4.80 g, 37.83 mmol) was added dropwise. The mixture was stirred at room temperature for 3 days and then the solvent and unreacted oxalyl chloride were evaporated under reduced pressure to give 8.0 g (100%) of the title compound. Reactants: BrC=1C(=C(C(=NC1N(C)C)Cl)C#N)C (5-bromo-2-chloro-3-cyano-6-(N,N-dimethylamino)-4-methylpyridine), C([O-])([O-])=O.[Na+].[Na+] (sodium carbonate). The solvent is S(O)(O)(=O)=O (sulfuric acid), O (water). Yields the product BrC=1C(=C(C(=NC1N(C)C)Cl)C(=O)N)C (5-Bromo-2-chloro-6-(N,N-dimethylamino)-4-methylpyridine-3-carboxamide). RXN SMILES: [Br:1][C:2]1[C:3]([CH3:14])=[C:4]([C:12]#[N:13])[C:5]([Cl:11])=[N:6][C:7]=1[N:8]([CH3:10])[CH3:9].C(=O)([O-])[O-:16].[Na+].[Na+]>S(=O)(=O)(O)O.O>[Br:1][C:2]1[C:3]([CH3:14])=[C:4]([C:12]([NH2:13])=[O:16])[C:5]([Cl:11])=[N:6][C:7]=1[N:8]([CH3:9])[CH3:10] |f:1.2.3|. Procedure: A solution of 5-bromo-2-chloro-3-cyano-6-(N,N-dimethylamino)-4-methylpyridine (1.3 g) in concentrated sulfuric acid (3 mL) was heated at 120° C. for 10 minutes. The mixture was cooled, diluted with water (50 mL), and neutralized with saturated sodium carbonate. After extraction with methylene chloride, evaporation of the organic phase gave 1.37 g of the title compound, suitable for use in the next reaction. Starting materials: C(#N)[BH3-].[Na+] (sodium cyanoborohydride), NC=1C(=C(C(=O)OC)C=C(C1C)Br)C (methyl 3-amino-5-bromo-2,4-dimethylbenzoate), C1(CCCC1)=O (cyclopentanone), C(C)(=O)O (acetic acid). Solvent: CO (methanol). Reaction conditions: time 3 hour. The product is BrC=1C(=C(C(=C(C(=O)OC)C1)C)NC1CCCC1)C (methyl 5-bromo-3-(cyclopentylamino)-2,4-dimethylbenzoate). Yield: 67.9%. Reaction SMILES: [NH2:1][C:2]1[C:3]([CH3:14])=[C:4]([CH:9]=[C:10]([Br:13])[C:11]=1[CH3:12])[C:5]([O:7][CH3:8])=[O:6].[C:15]1(=O)[CH2:19][CH2:18][CH2:17][CH2:16]1.C(O)(=O)C.C([BH3-])#N.[Na+]>CO>[Br:13][C:10]1[C:11]([CH3:12])=[C:2]([NH:1][CH:15]2[CH2:19][CH2:18][CH2:17][CH2:16]2)[C:3]([CH3:14])=[C:4]([CH:9]=1)[C:5]([O:7][CH3:8])=[O:6] |f:3.4|. Procedure details: To a stirred solution of methyl 3-amino-5-bromo-2,4-dimethylbenzoate (1.4 g, 5.42 mmol) and cyclopentanone (2.4 mL, 27.13 mmol) in methanol (20 mL), acetic acid (0.650 g, 10.84 mmol) was added and reaction stirred at room temperature for 3 h. Then sodium cyanoborohydride (0.85 g, 13.56 mmol) was added and reaction was stirred for overnight. On completion, solvent was removed water was added and compound was extracted with ethyl acetate. Combined organic layer was collected, dried over Na2SO4 and... Reactants: 40-4, O (water), O.[OH-].[Li+] (lithium hydroxide monohydrate), C(=O)(O)[C@H](CC1=CN(C2=CC=CC=C12)CC1=CC(=CC(=C1)Cl)Cl)N[C@H](C(=O)O)CC(C)C ((S,S)-2-{1-Carboxy-2-[1-(3,5-dichloro-benzyl)-1H-indol-3-yl]-ethylamino}-4-methyl-pentanoic acid). Run in O1CCCC1 (tetrahydrofuran), CO (methanol). Run at time 16 hour. Yields the product N1C=CC2=CC=CC=C12 (Indole). As a reaction SMILES: C([C@@H](N[C@@H](CC(C)C)C(O)=O)C[C:6]1[C:14]2[C:9](=[CH:10][CH:11]=[CH:12][CH:13]=2)[N:8](CC2C=C(Cl)C=C(Cl)C=2)[CH:7]=1)(O)=O.O.O.[OH-].[Li+]>O1CCCC1.CO>[NH:8]1[C:9]2[C:14](=[CH:13][CH:12]=[CH:11][CH:10]=2)[CH:6]=[CH:7]1 |f:2.3.4|. Reported procedure: (S)-2-tert-Butoxycarbonylamino-3-[1-(3,5-dichloro-benzyl)-1H-indol-3-yl]-propionic acid methyl ester. To a stirring suspension of potassium hydride (0.46 g, 30 wt % in mineral oil, 3.45 mmol) in tetrahydrofuran (4 mL) at −50° C. was added a solution of (S)-2-tert-Butoxycarbonylamino-3-(1H-indol-3-yl)-propionic acid methyl ester (1.0 g, 3.14 mmol) in tetrahydrofuran (6 mL). The solution was stirred for 30 minutes at −50° C., then 3,5-dichlorobenzyl bromide (0.829 g, 3.45 mmol) was added. The reac... The reactants are resultant solution, C(C)(C)(C)OC(=O)N1CCC(CC1)(C(=O)OC)C(C1=CC(=CC=C1)N)C (methyl N-tert-butoxycarbonyl-4-(3-amino-methylbenzyl)piperidine-4-carboxylate), ClC(=O)OCC1=CC=CC=C1 (benzyl chloroformate), C(C)(C)N(CC)C(C)C (diisopropylethylamine). The solvent is ClCCl (dichloromethane), ClCCl (dichloromethane). Yields the product C(C)(C)(C)OC(=O)N1CCC(CC1)(C(=O)OC)CC1=CC(=CC=C1)CNC(=O)OCC1=CC=CC=C1 (Methyl N-tert-butoxycarbonyl-4-[3-(benzyl-oxycarbonylaminomethyl)benzyl]piperidine-4-carboxylate). RXN SMILES: [C:1]([O:5][C:6]([N:8]1[CH2:13][CH2:12][C:11]([CH:18](C)[C:19]2[CH:24]=[CH:23][CH:22]=[C:21](N)[CH:20]=2)([C:14]([O:16][CH3:17])=[O:15])[CH2:10][CH2:9]1)=[O:7])([CH3:4])([CH3:3])[CH3:2].Cl[C:28]([O:30][CH2:31][C:32]1[CH:37]=[CH:36][CH:35]=[CH:34][CH:33]=1)=[O:29].[CH:38]([N:41](C(C)C)CC)(C)C>ClCCl>[C:1]([O:5][C:6]([N:8]1[CH2:9][CH2:10][C:11]([CH2:18][C:19]2[CH:24]=[CH:23][CH:22]=[C:21]([CH2:38][NH:41][C:28]([O:30][CH2:31][C:32]3[CH:37]=[CH:36][CH:35]=[CH:34][CH:33]=3)=[O:29])[CH:20]=2)([C:14]([O:16][CH3:17])=[O:15])[CH2:12][CH2:13]1)=[O:7])([CH3:4])([CH3:2])[CH3:3]. Reported procedure: A mixture of methyl N-tert-butoxycarbonyl-4-(3-amino-methylbenzyl)piperidine-4-carboxylate (1.67 mmol), benzyl chloroformate (0.48 mL, 3.36 mmol), and diisopropylethylamine (1 mL, 5.74 mmol) in dichloromethane was stirred at room temp. The resultant solution was diluted with dichloromethane, washed with aqueous sodium bicarbonate, and then brine. The organic extract was dried over anhydrous magnesium sulfate, filtered, and concentrated under vacuum. The residue was subjected to column chromatogr...